Dataset: the Open Reaction Database (ORD), a public repository of structured organic reaction records. Task: describe an organic reaction: reactants, conditions, products, and yield The reactants are O=Cc1cc(Sc2cccc(NS(=O)(=O)c3ccccc3)c2)ccc1[N+](=O)[O-], O=C(OO)c1cccc(Cl)c1, ClC(Cl)Cl, [Na+], O=C([O-])O. The product is O=Cc1cc(S(=O)c2cccc(NS(=O)(=O)c3ccccc3)c2)ccc1[N+](=O)[O-]. RXN SMILES: [CH:1](=[O:2])[c:3]1[cH:4][c:5]([S:12][c:13]2[cH:14][c:15]([NH:19][S:20](=[O:21])(=[O:22])[c:23]3[cH:24][cH:25][cH:26][cH:27][cH:28]3)[cH:16][cH:17][cH:18]2)[cH:6][cH:7][c:8]1[N+:9](=[O:10])[O-:11].[Cl:29][c:30]1[cH:31][c:32]([C:33]([O:34][OH:35])=[O:37])[cH:36][cH:38][cH:39]1.[Cl:45][CH:46]([Cl:47])[Cl:48].[Na+:44].[O-:40][C:41]([OH:42])=[O:43]>>[CH:1](=[O:2])[c:3]1[cH:4][c:5]([S:12]([c:13]2[cH:14][c:15]([NH:19][S:20](=[O:21])(=[O:22])[c:23]3[cH:24][cH:25][cH:26][cH:27][cH:28]3)[cH:16][cH:17][cH:18]2)=[O:37])[cH:6][cH:7][c:8]1[N+:9](=[O:10])[O-:11]. Starting materials: CCCCCCCCCC(=O)Cl, CN(C)C=O, Cc1ccc(C(=O)O)cc1N, O. Yields the product CCCCCCCCCC(=O)Nc1cc(C(=O)O)ccc1C. RXN SMILES: [C:12]([CH2:13][CH2:14][CH2:15][CH2:16][CH2:17][CH2:18][CH2:19][CH2:20][CH3:21])(=[O:22])[Cl:23].[CH3:25][N:26]([CH3:27])[CH:28]=[O:29].[NH2:1][c:2]1[cH:3][c:4]([C:5](=[O:6])[OH:7])[cH:8][cH:9][c:10]1[CH3:11].[OH2:24]>>[NH:1]([c:2]1[cH:3][c:4]([C:5](=[O:6])[OH:7])[cH:8][cH:9][c:10]1[CH3:11])[C:12]([CH2:13][CH2:14][CH2:15][CH2:16][CH2:17][CH2:18][CH2:19][CH2:20][CH3:21])=[O:22]. Starting materials: C(C)(=O)OCC (ethyl acetate), C(O)([O-])=O.[Na+] (sodium hydrogen carbonate), ClC1=C(C(=CC=C1)F)N1N=C2C(C=[N+](C=C2)[O-])=C1 (2-(2-Chloro-6-fluorophenyl)-2H-pyrazolo[4,3-c]pyridine 5-oxide), P(=O)(Cl)(Cl)Cl (phosphorous oxychloride). Reagents/catalysts: [Cl-].C(CCC)[N+](CCCC)(CCCC)CCCC (tetrabutylammonium chloride). Reaction conditions: temperature 85 celsius. Product: ClC1=NC=CC=2C1=CN(N2)C2=C(C=CC=C2F)Cl (4-Chloro-2-(2-chloro-6-fluorophenyl)-2H-pyrazolo[4,3-c]pyridine). Yield: 27.0%. RXN SMILES: [Cl:1][C:2]1[CH:7]=[CH:6][CH:5]=[C:4]([F:8])[C:3]=1[N:9]1[CH:18]=[C:12]2[CH:13]=[N+:14]([O-])[CH:15]=[CH:16][C:11]2=[N:10]1.C(OCC)(=O)C.C(=O)([O-])O.[Na+].P(Cl)(Cl)([Cl:32])=O>[Cl-].C([N+](CCCC)(CCCC)CCCC)CCC>[Cl:32][C:13]1[C:12]2=[CH:18][N:9]([C:3]3[C:4]([F:8])=[CH:5][CH:6]=[CH:7][C:2]=3[Cl:1])[N:10]=[C:11]2[CH:16]=[CH:15][N:14]=1 |f:2.3,5.6|. Procedure details: 2-(2-Chloro-6-fluorophenyl)-2H-pyrazolo[4,3-c]pyridine 5-oxide (2.13 g, 8.1 mmol) was added to a solution of tetrabutylammonium chloride (2.24 g, 8.1 mmol) in phosphorous oxychloride (16 mL) and the reaction mixture was heated at 85° C. for 5 hours. The reaction mixture was cooled to room temperature and poured into a mixture of ethyl acetate and sodium hydrogen carbonate (sat. aq.). The organic phase was separated, washed with sodium hydrogen carbonate (sat. aq.) and brine, dried over anhydrous...